Task: describe an organic reaction: reactants, conditions, products, and yield. Dataset: the Open Reaction Database (ORD), a public repository of structured organic reaction records The reactants are COCCO (2-methoxyethanol), Cl (hydrochloric acid), ice, C1(=CC=C(C=C1)S(=O)(=O)Cl)C (p-toluenesulfonyl chloride). Run in N1=CC=CC=C1 (pyridine). Conditions: time 20 hour. The product is S(=O)(=O)(OCCOC)C1=CC=C(C)C=C1 (2-methoxyethyl tosylate). The yield is 86.1%. RXN SMILES: [CH3:1][O:2][CH2:3][CH2:4][OH:5].[C:6]1([CH3:16])[CH:11]=[CH:10][C:9]([S:12](Cl)(=[O:14])=[O:13])=[CH:8][CH:7]=1.Cl>N1C=CC=CC=1>[S:12]([C:9]1[CH:10]=[CH:11][C:6]([CH3:16])=[CH:7][CH:8]=1)([O:5][CH2:4][CH2:3][O:2][CH3:1])(=[O:14])=[O:13]. Procedure details: To a solution of 38 g of 2-methoxyethanol in 12 ml of pyridine was added portionwise, over two hours, 95.3 g of p-toluenesulfonyl chloride at 0° C. The reaction mixture was stirred for 20 hours, poured into 200 ml of concentrated hydrochloric acid and 1 liter of ice cubes, extracted with methylene chloride and washed successively with methylene chloride, water and a saturated sodium chloride solution. The organic phase was dried over magnesium sulfate and stripped to yield 99 g of 2-methoxyethyl... Starting materials: C(#N)C1=NC=C(C(=N1)NCC(C)(C)C)C#CCN1CCN(CC1)C(=O)O (4-{3-[2-cyano-4-(2,2-dimethyl-propylamino)-pyrimidin-5-yl]-prop-2-ynyl}-piperazine-1-carboxylic acid), tert.-butyl ester. Run in O1CCOCC1 (dioxane), Cl (hydrogenchloride), O1CCOCC1 (dioxane). Run at time 1 day. The product is CC(CNC1=NC(=NC=C1C#CCN1CCNCC1)C#N)(C)C (4-(2,2-Dimethyl-propylamino)-5-(3-piperazin-1-yl-prop-1-ynyl)-pyrimidine-2-carbonitrile). The yield is 72.0%. RXN SMILES: [C:1]([C:3]1[N:8]=[C:7]([NH:9][CH2:10][C:11]([CH3:14])([CH3:13])[CH3:12])[C:6]([C:15]#[C:16][CH2:17][N:18]2[CH2:23][CH2:22][N:21](C(O)=O)[CH2:20][CH2:19]2)=[CH:5][N:4]=1)#[N:2]>O1CCOCC1.Cl>[CH3:12][C:11]([CH3:14])([CH3:13])[CH2:10][NH:9][C:7]1[C:6]([C:15]#[C:16][CH2:17][N:18]2[CH2:23][CH2:22][NH:21][CH2:20][CH2:19]2)=[CH:5][N:4]=[C:3]([C:1]#[N:2])[N:8]=1. Procedure details: To a solution of 4-{3-[2-cyano-4-(2,2-dimethyl-propylamino)-pyrimidin-5-yl]-prop-2-ynyl}-piperazine-1-carboxylic acid .tert.-butyl ester (2.9 mmol) in dioxane (5 ml), 4N hydrogenchloride in dioxane (15 ml) is added at 0° C. The reaction mixture is stirred at room temperature for 1 day and then evaporated under reduced pressure. To a solution of residual solid, CH2Cl2 is added at room temperature, pH is adjusted to 9.0 by triethylamine. The mixture is quenched with ammonium chloride and extracted... Reactants: CCS, COc1ccc(-c2sc3ccccc3c2Cc2ccc(O)cc2)cc1, COc1ccc(C(=O)c2c(-c3ccc(OC)cc3)sc3ccccc23)cc1, [H-], [Na+], CN(C)C=O. Yields the product COc1ccc(-c2sc3ccccc3c2C(=O)c2ccc(O)cc2)cc1. Reaction SMILES: [CH2:30]([SH:31])[CH3:32].[CH3:33][O:34][c:35]1[cH:36][cH:37][c:38](-[c:39]2[s:40][c:41]3[cH:42][cH:43][cH:44][cH:45][c:46]3[c:47]2[CH2:48][c:49]2[cH:50][cH:51][c:52]([OH:53])[cH:54][cH:55]2)[cH:56][cH:57]1.[CH3:3][O:4][c:5]1[cH:6][cH:7][c:8](-[c:11]2[s:12][c:13]3[c:14]([c:15]2[C:16]([c:17]2[cH:18][cH:19][c:20]([O:23][CH3:24])[cH:21][cH:22]2)=[O:25])[cH:26][cH:27][cH:28][cH:29]3)[cH:9][cH:10]1.[H-:1].[Na+:2].[O:58]=[CH:59][N:60]([CH3:61])[CH3:62]>>[CH3:3][O:4][c:5]1[cH:6][cH:7][c:8](-[c:11]2[s:12][c:13]3[c:14]([c:15]2[C:16]([c:17]2[cH:18][cH:19][c:20]([OH:23])[cH:21][cH:22]2)=[O:25])[cH:26][cH:27][cH:28][cH:29]3)[cH:9][cH:10]1. The solvent is C(CCC)O (butan-1-ol). RXN SMILES: [O:1]1[C:5]2[CH:6]=[CH:7][CH:8]=[CH:9][C:4]=2[CH:3]=[C:2]1[C:10]1[N:14]2[N:15]=[C:16](Cl)[CH:17]=[CH:18][C:13]2=[N:12][CH:11]=1.[NH:20]1[CH2:24][CH2:23][C@@H:22]([CH2:25][OH:26])[CH2:21]1.C(=O)([O-])O.[Na+]>C(O)CCC>[O:1]1[C:5]2[CH:6]=[CH:7][CH:8]=[CH:9][C:4]=2[CH:3]=[C:2]1[C:10]1[N:14]2[N:15]=[C:16]([N:20]3[CH2:24][CH2:23][C@@H:22]([CH2:25][OH:26])[CH2:21]3)[CH:17]=[CH:18][C:13]2=[N:12][CH:11]=1 |f:2.3|. Reactants: O1C(=CC2=C1C=CC=C2)C2=CN=C1N2N=C(C=C1)Cl (3-(1-benzofur-2-yl)-6-chloroimidazo[1,2-b]pyridazine), N1C[C@@H](CC1)CO ((3R)-pyrrolidin-3-ylmethanol), C(O)([O-])=O.[Na+] (sodium hydrogencarbonate). The product is O1C(=CC2=C1C=CC=C2)C2=CN=C1N2N=C(C=C1)N1C[C@@H](CC1)CO ({(3R)-1-[3-(1-Benzofuran-2-yl)imidazo[1,2-b]pyridazin-6-yl]pyrrolidin-3-yl}methanol). Procedure details: 150 mg (0.56 mmol) 3-(1-benzofur-2-yl)-6-chloroimidazo[1,2-b]pyridazine, 135 mg (1.34 mmol) (3R)-pyrrolidin-3-ylmethanol and 112.1 mg (1.34 mmol) sodium hydrogencarbonate in 4.0 mL butan-1-ol were stirred 72 h at 150° C. The solvent was removed. The residue was purified by HPLC to yield 92 mg (48%). Starting materials: C(O)([O-])=O.[Na+] (sodium hydrogencarbonate), solution, CN (methylamine), Cl.N1=CC=C(C=C1)CCS(=O)(=O)Cl (2-(pyridin-4-yl)ethanesulfonyl chloride hydrochloride). The solvent is O (water), CO (methanol). Product: CNS(=O)(=O)CCC1=CC=NC=C1 (N-Methyl-2-(pyridin-4-yl)ethanesulfonamide). RXN SMILES: [CH3:1][NH2:2].Cl.[N:4]1[CH:9]=[CH:8][C:7]([CH2:10][CH2:11][S:12](Cl)(=[O:14])=[O:13])=[CH:6][CH:5]=1.C(=O)([O-])O.[Na+]>CO.O>[CH3:1][NH:2][S:12]([CH2:11][CH2:10][C:7]1[CH:8]=[CH:9][N:4]=[CH:5][CH:6]=1)(=[O:14])=[O:13] |f:1.2,3.4|. Procedure details: To 50 ml of a 40% solution of methylamine in methanol was added 3.0 g of 2-(pyridin-4-yl)ethanesulfonyl chloride hydrochloride as such (i.e., as a solid). After stirring for a while at room temperature, a solution of 2.1 g of sodium hydrogencarbonate in 15 ml of water was carefully added thereto. The reaction mixture was concentrated under reduced pressure and the residue was purified by silica gel column chromatography (eluted with dichloromethane/methanol) to thereby give 1.3 g of the title co... Starting materials: CN(C(=O)N1N=C(N=C1SCC(=O)OCC)C(C)(C)C)C (1-dimethylcarbamoyl-3-t-butyl-5-carboethoxymethylthio-1H-1,2,4-triazole), CN(C(=O)N1N=C(N=C1SCC(=O)OCC)C(C)(C)C)C (1-dimethylcarbamoyl-3-t-butyl-5-carboethoxymethylthio-1,2,4-1H-triazole), Cl (HCl). Run in C1CCOC1 (THF). Run at temperature 200 celsius, time 48 hour. The product is CN(C(=O)N1N=C(N=C1SCC(=O)O)C(C)(C)C)C (1-dimethylcarbamoyl-3t-butyl-5-carboxymethylthio-1H-1,2,4-triazole). RXN SMILES: [CH3:1][N:2]([CH3:21])[C:3]([N:5]1[C:9]([S:10][CH2:11][C:12]([O:14]CC)=[O:13])=[N:8][C:7]([C:17]([CH3:20])([CH3:19])[CH3:18])=[N:6]1)=[O:4].Cl>C1COCC1>[CH3:1][N:2]([CH3:21])[C:3]([N:5]1[C:9]([S:10][CH2:11][C:12]([OH:14])=[O:13])=[N:8][C:7]([C:17]([CH3:19])([CH3:18])[CH3:20])=[N:6]1)=[O:4]. Procedure details: To 1.2 g of 1-dimethylcarbamoyl-3-t-butyl-5-carboethoxymethylthio-1H-1,2,4-triazole (the compound of Example 2) in 20 ml of THF was added 4 ml of 12M HCl. After stirring for 48 h at 200° C. the reaction mixture was partitioned between ether and water, the ether layer was extracted with dilute NaOH and the resulting aqueous layer was acidified and extracted with fresh ether. The resulting ether layer was dried over magnesium sulfate, filtered and evaporated under vacuum to yield 1-dimethylcarbamo... The reactants are C(=C)C=1N=C2N(C=C(C=C2)I)C1C (2-ethenyl-6-iodo-3-methylimidazo[1,2-a]pyridine), [N+](=[N-])=CC(=O)OCC (ethyl diazoacetate). Solvent: C=1(C(=CC=CC1)C)C (xylene). The product is IC=1C=CC=2N(C1)C(=C(N2)C2C(C2)C(=O)OCC)C (Ethyl 2-(6-iodo-3-methylimidazo[1,2-a]pyridin-2-yl)cyclopropanecarboxylate). Reaction SMILES: [CH:1]([C:3]1[N:4]=[C:5]2[CH:10]=[CH:9][C:8]([I:11])=[CH:7][N:6]2[C:12]=1[CH3:13])=[CH2:2].[N+](=[CH:16][C:17]([O:19][CH2:20][CH3:21])=[O:18])=[N-]>C1(C)C(C)=CC=CC=1>[I:11][C:8]1[CH:9]=[CH:10][C:5]2[N:6]([C:12]([CH3:13])=[C:3]([CH:1]3[CH2:2][CH:16]3[C:17]([O:19][CH2:20][CH3:21])=[O:18])[N:4]=2)[CH:7]=1. Procedure: To a stirred solution of 2-ethenyl-6-iodo-3-methylimidazo[1,2-a]pyridine (680 mg) in xylene (20 ml) was added ethyl diazoacetate (1.5 ml) at room temperature. The reaction mixture was heated at reflux for 5 h. The resulting reaction mixture was then cooled to room temperature, concentrated in vacuo, and purified by preparative HPLC to afford the title compound (200 mg) as a yellow solid. Reactants: CC(C)COC(=O)Cl, CN1CCOCC1, COC(C(=O)O)c1ccc(N2CCOCC2)cc1, CNOC, ClCCl, Cl, [Na+], O=C([O-])O. The product is COC(C(=O)N(C)OC)c1ccc(N2CCOCC2)cc1. Reaction SMILES: [CH2:26]([O:27][C:28]([Cl:29])=[O:30])[CH:31]([CH3:32])[CH3:33].[CH3:19][N:20]1[CH2:21][CH2:22][O:23][CH2:24][CH2:25]1.[CH3:1][O:2][CH:3]([C:4](=[O:5])[OH:6])[c:7]1[cH:8][cH:9][c:10]([N:13]2[CH2:14][CH2:15][O:16][CH2:17][CH2:18]2)[cH:11][cH:12]1.[CH3:35][NH:36][O:37][CH3:38].[Cl:44][CH2:45][Cl:46].[ClH:34].[Na+:43].[O-:39][C:40]([OH:41])=[O:42]>>[CH3:1][O:2][CH:3]([C:4](=[O:6])[N:36]([CH3:35])[O:37][CH3:38])[c:7]1[cH:8][cH:9][c:10]([N:13]2[CH2:14][CH2:15][O:16][CH2:17][CH2:18]2)[cH:11][cH:12]1. Starting materials: [Br-].[Na+] (sodium bromide), C(C)C1=CC=CC=C1 (ethylbenzene), C(C)C1=CC=CC=C1 (ethylbenzene), OO (hydrogen peroxide). Reagents/catalysts: O.O.O.O.C(C)(=O)[O-].[Co+2].C(C)(=O)[O-] (cobalt (II) acetate tetrahydrate). Product: C(C)(=O)C1=CC=CC=C1 (acetophenone). Yield: 91.1%. As a reaction SMILES: [Br-].[Na+].[CH2:3]([C:5]1[CH:10]=[CH:9][CH:8]=[CH:7][CH:6]=1)[CH3:4].[OH:11]O>O.O.O.O.C([O-])(=O)C.[Co+2].C([O-])(=O)C>[C:3]([C:5]1[CH:10]=[CH:9][CH:8]=[CH:7][CH:6]=1)(=[O:11])[CH3:4] |f:0.1,4.5.6.7.8.9.10|. Reported procedure: The procedure of Example I was repeated, but this time cobalt (II) acetate tetrahydrate (0.003 moles), sodium bromide (0.005 moles), ethylbenzene (0.027 moles) and hydrogen peroxide (35%, 0.22 moles) were used. The final reaction mixture, analysed by HPLC, revealed that 97.0% of the ethylbenzene had been consumed, yielding products including acetophenone (91.1% yield). The reactants are C(C)(C)(C)OC[C@@H](C/C=C/[C@@H](CC(=O)OCC)C)C ((3R,7R)-E-Ethyl 8-tert. butoxy-3,7-dimethyl-4-octenoate), saturated ester (3S,7R)-Ethyl 8-tert. butoxy-3,7-dimethyloloctanoate, [H][H] (hydrogen), [H][H] (hydrogen). Reagents/catalysts: [Ni] (Raney nickel). Run in C(C)(=O)OCC (ethyl acetate). Yields the product C(C)OC(CC(CCCC(COC(C)(C)C)C)C)=O (Ethyl-8-tert. butoxy-3,7-dimethyloctanoate). As a reaction SMILES: [C:1]([O:5][CH2:6][C@H:7]([CH3:19])[CH2:8]/[CH:9]=[CH:10]/[C@H:11]([CH3:18])[CH2:12][C:13]([O:15][CH2:16][CH3:17])=[O:14])([CH3:4])([CH3:3])[CH3:2].[H][H]>[Ni].C(OCC)(=O)C>[CH2:16]([O:15][C:13](=[O:14])[CH2:12][CH:11]([CH3:18])[CH2:10][CH2:9][CH2:8][CH:7]([CH3:19])[CH2:6][O:5][C:1]([CH3:4])([CH3:3])[CH3:2])[CH3:17]. Reported procedure: A mixture of 1.104 g. (4.084 mmoles) of (3R,7R)-E-Ethyl 8-tert. butoxy-3,7-dimethyl-4-octenoate, a small amount of Raney nickel, and 30 ml. of ethyl acetate was stirred in an atmosphere of hydrogen, at room temperture, for 2 hours during which time approximately one equivalent of hydrogen was taken up. The catalyst was filtered off and washed with ethyl acetate. Concentration of the combined filtrate and washes in vacuo followed by evaporative distillation afforded 1.045 g. (95%) of saturated es...